Task: describe an organic reaction: reactants, conditions, products, and yield. Dataset: the Open Reaction Database (ORD), a public repository of structured organic reaction records Solvent: C(C)(=O)OCC (ethyl acetate), CS(=O)C (dimethylsulfoxide). The product is ClC=1C(=CC(=C(C(=O)OC2=CC=C(C=C2)C)C1)F)OC1=CC(=C(C=C1)Cl)Cl (4-Methylphenyl 5-chloro-4-(3,4-dichlorophenoxy)-2-fluorobenzoate). Reported procedure: 3,4-Dichlorophenol (110 mg, 0.67 mmol) and potassium carbonate (20 mg, 1.42 mmol) were stirred in dimethylsulfoxide (20 mL). After 5 minutes, 4-methylphenyl 5-chloro-2,4-difluorobenzoate (Preparation 10, 200 mg, 0.71 mmol) was added and the reaction mixture was stirred at room temperature overnight. The reaction mixture was diluted with ethyl acetate and washed with a 1M aqueous solution of sodium hydroxide. The aqueous phase was extracted with ethyl acetate. The combined organic phase was dried... The reactants are ClC=1C=C(C=CC1Cl)O (3,4-Dichlorophenol), C([O-])([O-])=O.[K+].[K+] (potassium carbonate), ClC=1C(=CC(=C(C(=O)OC2=CC=C(C=C2)C)C1)F)F (4-methylphenyl 5-chloro-2,4-difluorobenzoate). Isolated yield 100.3%. As a reaction SMILES: [Cl:1][C:2]1[CH:3]=[C:4]([OH:9])[CH:5]=[CH:6][C:7]=1[Cl:8].C(=O)([O-])[O-].[K+].[K+].[Cl:16][C:17]1[C:18](F)=[CH:19][C:20]([F:33])=[C:21]([CH:32]=1)[C:22]([O:24][C:25]1[CH:30]=[CH:29][C:28]([CH3:31])=[CH:27][CH:26]=1)=[O:23]>CS(C)=O.C(OCC)(=O)C>[Cl:16][C:17]1[C:18]([O:9][C:4]2[CH:5]=[CH:6][C:7]([Cl:8])=[C:2]([Cl:1])[CH:3]=2)=[CH:19][C:20]([F:33])=[C:21]([CH:32]=1)[C:22]([O:24][C:25]1[CH:30]=[CH:29][C:28]([CH3:31])=[CH:27][CH:26]=1)=[O:23] |f:1.2.3|. Conditions: time 5 minute. The reactants are CC(C)c1ccccc1S(=O)(=O)C(F)(F)F, O=C1CCC(=O)N1I, O, O=S(=O)(O)C(F)(F)F. Reaction SMILES: [F:1][C:2]([F:3])([F:4])[S:5](=[O:6])(=[O:7])[c:8]1[c:9]([CH:14]([CH3:15])[CH3:16])[cH:10][cH:11][cH:12][cH:13]1.[I:17][N:18]1[C:19](=[O:20])[CH2:21][CH2:22][C:23]1=[O:24].[OH2:25].[OH:26][S:27]([C:28]([F:29])([F:30])[F:31])(=[O:32])=[O:33]>>[F:1][C:2]([F:3])([F:4])[S:5](=[O:6])(=[O:7])[c:8]1[c:9]([CH:14]([CH3:15])[CH3:16])[cH:10][cH:11][c:12]([I:17])[cH:13]1. Product: CC(C)c1ccc(I)cc1S(=O)(=O)C(F)(F)F. Starting materials: C(C1=CC=CC=C1)(C1=CC=CC=C1)(C1=CC=CC=C1)NC=1SC=C(N1)/C(/C(=O)NC1[C@@H]2N(C(=C(CS2)CI)C(=O)OC(C2=CC=CC=C2)C2=CC=CC=C2)C1=O)=N/OC (diphenylmethyl 7-[(Z)-2-(2-tritylaminothiazol-4-yl)-2-methoxyiminoacetamido]-3-iodomethyl-3-cephem-4-carboxylate), C1(=CC=CC=C1)P(C1=CC=CC=C1)C1=CC=CC=C1 (triphenylphosphine). The solvent is C1=CC=CC=C1 (benzene). Run at time 1 hour. Yields the product [I-].CO\N=C(/C(=O)NC1[C@@H]2N(C(=C(CS2)C[P+](C2=CC=CC=C2)(C2=CC=CC=C2)C2=CC=CC=C2)C(=O)OC(C2=CC=CC=C2)C2=CC=CC=C2)C1=O)\C=1N=C(SC1)NC(C1=CC=CC=C1)(C1=CC=CC=C1)C1=CC=CC=C1 (Diphenylmethyl 7-[(Z)-2-Methoxyimino-2-(2-tritylaminothiazol-4-yl)acetamido]-3-triphenylphosphoniomethyl-3-cephem-4-carboxylate Iodide). Isolated yield 79.8%. Reaction SMILES: [C:1]([NH:20][C:21]1[S:22][CH:23]=[C:24](/[C:26](=[N:57]/[O:58][CH3:59])/[C:27]([NH:29][CH:30]2[C:55](=[O:56])[N:32]3[C:33]([C:39]([O:41][CH:42]([C:49]4[CH:54]=[CH:53][CH:52]=[CH:51][CH:50]=4)[C:43]4[CH:48]=[CH:47][CH:46]=[CH:45][CH:44]=4)=[O:40])=[C:34]([CH2:37][I:38])[CH2:35][S:36][C@H:31]23)=[O:28])[N:25]=1)([C:14]1[CH:19]=[CH:18][CH:17]=[CH:16][CH:15]=1)([C:8]1[CH:13]=[CH:12][CH:11]=[CH:10][CH:9]=1)[C:2]1[CH:7]=[CH:6][CH:5]=[CH:4][CH:3]=1.[C:60]1([P:66]([C:73]2[CH:78]=[CH:77][CH:76]=[CH:75][CH:74]=2)[C:67]2[CH:72]=[CH:71][CH:70]=[CH:69][CH:68]=2)[CH:65]=[CH:64][CH:63]=[CH:62][CH:61]=1>C1C=CC=CC=1>[I-:38].[CH3:59][O:58]/[N:57]=[C:26](/[C:24]1[N:25]=[C:21]([NH:20][C:1]([C:14]2[CH:19]=[CH:18][CH:17]=[CH:16][CH:15]=2)([C:8]2[CH:13]=[CH:12][CH:11]=[CH:10][CH:9]=2)[C:2]2[CH:7]=[CH:6][CH:5]=[CH:4][CH:3]=2)[S:22][CH:23]=1)\[C:27]([NH:29][CH:30]1[C:55](=[O:56])[N:32]2[C:33]([C:39]([O:41][CH:42]([C:49]3[CH:54]=[CH:53][CH:52]=[CH:51][CH:50]=3)[C:43]3[CH:48]=[CH:47][CH:46]=[CH:45][CH:44]=3)=[O:40])=[C:34]([CH2:37][P+:66]([C:67]3[CH:68]=[CH:69][CH:70]=[CH:71][CH:72]=3)([C:73]3[CH:78]=[CH:77][CH:76]=[CH:75][CH:74]=3)[C:60]3[CH:61]=[CH:62][CH:63]=[CH:64][CH:65]=3)[CH2:35][S:36][C@H:31]12)=[O:28] |f:3.4|. Procedure details: A mixture of diphenylmethyl 7-[(Z)-2-(2-tritylaminothiazol-4-yl)-2-methoxyiminoacetamido]-3-iodomethyl-3-cephem-4-carboxylate (VII-1, 7.8 g, 8.4 mmoles) and triphenylphosphine (4.4 g, 16.8 mmoles) in benzene (160 ml) was stirred at room temperature for 1 hour. The resulting precipitate was collected by filtration to afford 8.0 g of the title compound VIII-1. The mother liquor was concentrated and the residue was triturated with n-hexane to yield an additional amount (1.3 g) of VIII-1. Total yiel... Reactants: C1(CC(C(CC1)C(C)C)N(C1CC(CCC1C(C)C)C)C1CC(CCC1C(C)C)C)C (trimenthylamine), ClC[C@@H](CO)O ((R)-3-chloro-1,2-propanediol). Solvent: 30. Conditions: time 2 hour. The product is [Cl-].O[C@@H](C[N+](C)(C)C)CO ((S)-2,3-dihydroxypropyltrimethylammonium chloride). RXN SMILES: C1(C)CCC(C(C)C)[CH:3]([N:10]([CH:21]2C(C(C)C)CCC(C)C2)[CH:11]2C(C(C)C)CCC(C)C2)C1.[Cl:32][CH2:33][C@H:34]([OH:37])[CH2:35][OH:36]>>[Cl-:32].[OH:37][C@H:34]([CH2:35][OH:36])[CH2:33][N+:10]([CH3:21])([CH3:11])[CH3:3] |f:2.3|. Procedure: There was added 80 ml of 30 w/v % aqueous solution of trimenthylamine to 20.00 g of (R)-3-chloro-1,2-propanediol (optical purity: 100% e.e., chemical purity: 99%). After stirring for 2 hours at room temperature, the reaction mixture was evaporated to dryness to give 30.40 g of (S)-2,3-dihydroxypropyltrimethylammonium chloride. Reactants: NN1C=C(C(C2=CC(=C(C=C12)Cl)F)=O)C(=O)OCC (ethyl 1-amino-7-chloro-6-fluoro-1,4-dihydro-4-oxo-3-quinolinecarboxylate), [OH-].[Na+] (Sodium hydroxide), C(C)(=O)O (acetic acid). Solvent: O (water). Reaction conditions: time 2 hour. Yields the product NN1C=C(C(C2=CC(=C(C=C12)Cl)F)=O)C(=O)O (1-amino-7-chloro-6-fluoro-1,4-dihydro-4-oxo-3-quinolinecarboxylic acid). Isolated yield 85.6%. Reaction SMILES: [OH-].[Na+].[NH2:3][N:4]1[C:13]2[C:8](=[CH:9][C:10]([F:15])=[C:11]([Cl:14])[CH:12]=2)[C:7](=[O:16])[C:6]([C:17]([O:19]CC)=[O:18])=[CH:5]1.C(O)(=O)C>O>[NH2:3][N:4]1[C:13]2[C:8](=[CH:9][C:10]([F:15])=[C:11]([Cl:14])[CH:12]=2)[C:7](=[O:16])[C:6]([C:17]([OH:19])=[O:18])=[CH:5]1 |f:0.1|. Procedure details: Sodium hydroxide (0.91 g, 0.0228 mole) was dissolved in 100 ml of water, and 2.6 g (0.0091 mole) of ethyl 1-amino-7-chloro-6-fluoro-1,4-dihydro-4-oxo-3-quinolinecarboxylate was added. The mixture was stirred on a steam bath for two hours and the hot solution was neutralized with acetic acid (1.6 ml). The suspension of solid was stirred at room temperature for about sixteen hours, and the solid was collected by filtration and washed with water. The product was recrystallized from dimethylformamid...